Dataset: the Open Reaction Database (ORD), a public repository of structured organic reaction records. Task: describe an organic reaction: reactants, conditions, products, and yield The reactants are O=C1CCCCN1, CCOC(C)=O, C1COCCO1, O=C1c2c(c(C(F)(F)F)nn2-c2ccc(F)c(Cl)c2)CCN1c1ccc(I)cc1, [Cu]I, [K+], [K+], [K+], NC1CCCCC1N, O=P([O-])([O-])[O-]. The product is O=C1CCCCN1c1ccc(N2CCc3c(C(F)(F)F)nn(-c4ccc(F)c(Cl)c4)c3C2=O)cc1. RXN SMILES: [C:30]1(=[O:36])[CH2:31][CH2:32][CH2:33][CH2:34][NH:35]1.[CH2:55]([O:56][C:57](=[O:58])[CH3:59])[CH3:60].[CH2:61]1[O:62][CH2:63][CH2:64][O:65][CH2:66]1.[Cl:1][c:2]1[cH:3][c:4](-[n:9]2[n:10][c:11]([C:26]([F:27])([F:28])[F:29])[c:12]3[c:13]2[C:14](=[O:25])[N:15]([c:18]2[cH:19][cH:20][c:21]([I:24])[cH:22][cH:23]2)[CH2:16][CH2:17]3)[cH:5][cH:6][c:7]1[F:8].[Cu:53][I:54].[K+:50].[K+:51].[K+:52].[NH2:37][CH:38]1[CH2:39][CH2:40][CH2:41][CH2:42][CH:43]1[NH2:44].[P:45]([O-:46])([O-:47])([O-:48])=[O:49]>>[Cl:1][c:2]1[cH:3][c:4](-[n:9]2[n:10][c:11]([C:26]([F:27])([F:28])[F:29])[c:12]3[c:13]2[C:14](=[O:25])[N:15]([c:18]2[cH:19][cH:20][c:21]([N:35]4[C:30](=[O:36])[CH2:31][CH2:32][CH2:33][CH2:34]4)[cH:22][cH:23]2)[CH2:16][CH2:17]3)[cH:5][cH:6][c:7]1[F:8]. The reactants are C(C)(C)C1=CC=C(C=C1)S(=O)(=O)CC1=CC=C(C=C1)CC(=O)N (2-[4-(4-isopropyl-benzenesulfonylmethyl)-phenyl]-acetamide), Cl (HCl), B.CSC (borane dimethylsulfid). The solvent is O1CCCC1 (tetrahydrofuran), C(C)O (ethanol). Run at time 15 minute. The product is C(C)(C)C1=CC=C(C=C1)S(=O)(=O)CC1=CC=C(C=C1)CCN (2-[4-(4-isopropyl-benzenesulfonylmethyl)-phenyl]-ethylamine), Cl (HCl). Isolated yield 92.6%. Reaction SMILES: [CH:1]([C:4]1[CH:9]=[CH:8][C:7]([S:10]([CH2:13][C:14]2[CH:19]=[CH:18][C:17]([CH2:20][C:21]([NH2:23])=O)=[CH:16][CH:15]=2)(=[O:12])=[O:11])=[CH:6][CH:5]=1)([CH3:3])[CH3:2].B.CSC.[ClH:28]>O1CCCC1.C(O)C>[CH:1]([C:4]1[CH:5]=[CH:6][C:7]([S:10]([CH2:13][C:14]2[CH:15]=[CH:16][C:17]([CH2:20][CH2:21][NH2:23])=[CH:18][CH:19]=2)(=[O:12])=[O:11])=[CH:8][CH:9]=1)([CH3:3])[CH3:2].[ClH:28] |f:1.2|. Reported procedure: A solution of 2-[4-(4-isopropyl-benzenesulfonylmethyl)-phenyl]-acetamide (1.37 g, 4.13 mmol) in tetrahydrofuran (30 ml) was refluxed and then a solution of borane-dimethylsulfid complex (2M in tetrahydrofuran, 10.33 mmol) was added. The mixture was refluxed for 2 h. The mixture was allowed to cool down to room temperature and adjusted to pH=1 with a solution of HCl in ethanol (2M). After stirring the mixture for 15 min the solvents were evaporated under reduce pressure. Diethyl ether was added t... Starting materials: C(C)OC(CSCC=1N=C(SC1)NC(=O)N(C1CCCCC1)C1CCCCC1)=O ([2-(3,3-Dicyclohexyl-ureido)-thiazol-4-ylmethylsulfanyl]-acetic acid ethyl ester), C1(CCCCC1)NC1CCCCC1 (dicyclohexylamine), C(C)OC(CSCC=1N=C(SC1)N)=O ((2-amino-thiazol-4-ylmethylsulfanyl)-acetic acid ethyl ester). Yields the product C1(CCCCC1)N(C(NC=1SC=C(N1)CSCC(=O)O)=O)C1CCCCC1 ([2-(3,3-Dicyclohexyl-ureido)-thiazol-4-ylmethylsulfanyl]-acetic acid). As a reaction SMILES: C([O:3][C:4](=[O:29])[CH2:5][S:6][CH2:7][C:8]1[N:9]=[C:10]([NH:13][C:14]([N:16]([CH:23]2[CH2:28][CH2:27][CH2:26][CH2:25][CH2:24]2)[CH:17]2[CH2:22][CH2:21][CH2:20][CH2:19][CH2:18]2)=[O:15])[S:11][CH:12]=1)C.C1(NC2CCCCC2)CCCCC1.C(OC(=O)CSCC1N=C(N)SC=1)C>>[CH:23]1([N:16]([CH:17]2[CH2:22][CH2:21][CH2:20][CH2:19][CH2:18]2)[C:14](=[O:15])[NH:13][C:10]2[S:11][CH:12]=[C:8]([CH2:7][S:6][CH2:5][C:4]([OH:29])=[O:3])[N:9]=2)[CH2:24][CH2:25][CH2:26][CH2:27][CH2:28]1. Procedure details: [2-(3,3-Dicyclohexyl-ureido)-thiazol-4-ylmethylsulfanyl]-acetic acid ethyl ester prepared as described in general procedure (A) using dicyclohexylamine and (2-amino-thiazol-4-ylmethylsulfanyl)-acetic acid ethyl ester (prepared by reaction of 4-chloromethyl-thiazol-2-ylamine, ethyl-2-mercaptoacetate and potassium carbonate in DMF for 1 h at room temperature). Hydrolysis using general procedure (F) gave the title compound. Reactants: BrC=1C=NN(C1OC)C1=NC=C(C(=O)NCCCOC)C=C1 (6-(4-bromo-5-methoxy-1H-pyrazol-1-yl)-N-(3-methoxypropyl)nicotinamide), FC1=C(C=CC(=C1)B1OC(C(O1)(C)C)(C)C)CC#N (2-(2-fluoro-4-(4,4,5,5-tetramethyl-1,3,2-dioxaborolan-2-yl)phenyl)acetonitrile), C([O-])(O)=O.[Na+] (sodium bicarbonate). Reagents/catalysts: CC(C)(C)P([C]1[CH][CH][CH][CH]1)C(C)(C)C.CC(C)(C)P([C]1[CH][CH][CH][CH]1)C(C)(C)C.Cl[Pd]Cl.[Fe] (dichloro[1,1′-bis(di-t-butylphosphino)ferrocene]palladium(II)), CC(C)(C)P([C]1[CH][CH][CH][CH]1)C(C)(C)C.CC(C)(C)P([C]1[CH][CH][CH][CH]1)C(C)(C)C.Cl[Pd]Cl.[Fe] (dichloro[1,1′-bis(di-t-butylphosphino)ferrocene]palladium(II)). Run in CCOC(=O)C (EtOAc), hexanes, O1CCOCC1 (dioxane), O (water), CCOC(=O)C (EtOAc). Conditions: temperature 110 celsius. The product is C(#N)CC1=C(C=C(C=C1)C=1C=NN(C1OC)C1=NC=C(C(=O)NCCCOC)C=C1)F (6-(4-(4-(cyanomethyl)-3-fluorophenyl)-5-methoxy-1H-pyrazol-1-yl)-N-(3-methoxypropyl)nicotinamide). The yield is 47.2%. Reaction SMILES: Br[C:2]1[CH:3]=[N:4][N:5]([C:9]2[CH:22]=[CH:21][C:12]([C:13]([NH:15][CH2:16][CH2:17][CH2:18][O:19][CH3:20])=[O:14])=[CH:11][N:10]=2)[C:6]=1[O:7][CH3:8].[F:23][C:24]1[CH:29]=[C:28](B2OC(C)(C)C(C)(C)O2)[CH:27]=[CH:26][C:25]=1[CH2:39][C:40]#[N:41].C(=O)(O)[O-].[Na+]>O1CCOCC1.O.CCOC(C)=O.CC(P(C(C)(C)C)[C]1[CH][CH][CH][CH]1)(C)C.CC(P(C(C)(C)C)[C]1[CH][CH][CH][CH]1)(C)C.Cl[Pd]Cl.[Fe]>[C:40]([CH2:39][C:25]1[CH:26]=[CH:27][C:28]([C:2]2[CH:3]=[N:4][N:5]([C:9]3[CH:22]=[CH:21][C:12]([C:13]([NH:15][CH2:16][CH2:17][CH2:18][O:19][CH3:20])=[O:14])=[CH:11][N:10]=3)[C:6]=2[O:7][CH3:8])=[CH:29][C:24]=1[F:23])#[N:41] |f:2.3,7.8.9.10,^1:66,67,68,69,70,80,81,82,83,84|. Procedure: Combined 6-(4-bromo-5-methoxy-1H-pyrazol-1-yl)-N-(3-methoxypropyl)nicotinamide (50 mg, 0.135 mmol), 2-(2-fluoro-4-(4,4,5,5-tetramethyl-1,3,2-dioxaborolan-2-yl)phenyl)acetonitrile (70.7 mg, 0.271 mmol), dichloro[1,1′-bis(di-t-butylphosphino)ferrocene]palladium(II) (8.83 mg, 0.014 mmol) and sodium bicarbonate (56.9 mg, 0.677 mmol) in dioxane (0.60 mL) and water (0.150 mL) was heated at 110° C. in the microwave for 40 min. Additional dichloro[1,1′-bis(di-t-butylphosphino)ferrocene]palladium(II) was... Reactants: [BH4-], CCN(CC)C(=O)NC1CC2c3cc(Br)cc4[nH]c(SC)c(c34)CC2N(C)C1, CCOC(C)=O, CC(C)OC(C)C, N, [Na+], O=C(O)C(F)(F)F. Product: CCN(CC)C(=O)NC1CC2c3cc(Br)cc4[nH]cc(c34)CC2N(C)C1. Reaction SMILES: [BH4-:29].[Br:1][c:2]1[cH:3][c:4]2[nH:5][c:6]([S:27][CH3:28])[c:7]3[c:17]2[c:15]([cH:16]1)[CH:14]1[CH:9]([CH2:8]3)[N:10]([CH3:26])[CH2:11][CH:12]([NH:18][C:19]([N:20]([CH2:21][CH3:22])[CH2:23][CH3:24])=[O:25])[CH2:13]1.[C:39]([O:40][CH2:41][CH3:42])(=[O:43])[CH3:44].[CH:32]([O:33][CH:34]([CH3:35])[CH3:36])([CH3:37])[CH3:38].[NH3:31].[Na+:30].[OH:45][C:46]([C:47]([F:48])([F:49])[F:50])=[O:51]>>[Br:1][c:2]1[cH:3][c:4]2[nH:5][cH:6][c:7]3[c:17]2[c:15]([cH:16]1)[CH:14]1[CH:9]([CH2:8]3)[N:10]([CH3:26])[CH2:11][CH:12]([NH:18][C:19]([N:20]([CH2:21][CH3:22])[CH2:23][CH3:24])=[O:25])[CH2:13]1. Starting materials: C(C=1C(O)=CC=CC1)(=O)OCC(O)CO (glycerol salicylate), C[O-].[Na+] (sodium methoxide), C(C=1C(O)=CC=CC1)(=O)OC (methyl salicylate), N(CCO)(CCO)CCO (triethanolamine), C(C=1C(O)=CC=CC1)(=O)OC (methyl salicylate). Product: C(C=1C(O)=CC=CC1)(=O)O.N(CCO)(CCO)CCO (Triethanolamine salicylate). RXN SMILES: [C:1]([O:10]CC(CO)O)(=[O:9])[C:2]1[C:3](=[CH:5][CH:6]=[CH:7][CH:8]=1)[OH:4].[N:16]([CH2:23][CH2:24][OH:25])([CH2:20][CH2:21][OH:22])[CH2:17][CH2:18][OH:19].C(OC)(=O)C1C(=CC=CC=1)O.C[O-].[Na+]>>[C:1]([OH:10])(=[O:9])[C:2]1[C:3](=[CH:5][CH:6]=[CH:7][CH:8]=1)[OH:4].[N:16]([CH2:23][CH2:24][OH:25])([CH2:20][CH2:21][OH:22])[CH2:17][CH2:18][OH:19] |f:3.4,5.6|. Reported procedure: Triethanolamine salicylate was prepared by the method described in Example 1 for the preparation of glycerol salicylate except that the reactants were triethanolamine (32.9 g; 0.22 moles), methyl salicylate (67.1 g; 0.44 moles) and sodium methoxide (0.82 g; 0.015 moles). The final methyl salicylate level was 20.0%.